The task is: describe an organic reaction: reactants, conditions, products, and yield. This data is from the Open Reaction Database (ORD), a public repository of structured organic reaction records. The reactants are C1CCOC1, CO, CCCCC(Oc1c(Cl)cc(CCC(=O)OCC)cc1OC)c1cccc(-c2ccc(C(F)(F)F)cc2)n1, Cl, [Na+], [OH-]. Yields the product CCCCC(Oc1c(Cl)cc(CCC(=O)O)cc1OC)c1cccc(-c2ccc(C(F)(F)F)cc2)n1. Reaction SMILES: [CH2:42]1[O:43][CH2:44][CH2:45][CH2:46]1.[CH3:47][OH:48].[Cl:1][c:2]1[cH:3][c:4]([CH2:32][CH2:33][C:34](=[O:35])[O:36][CH2:37][CH3:38])[cH:5][c:6]([O:30][CH3:31])[c:7]1[O:8][CH:9]([CH2:10][CH2:11][CH2:12][CH3:13])[c:14]1[n:15][c:16](-[c:20]2[cH:21][cH:22][c:23]([C:26]([F:27])([F:28])[F:29])[cH:24][cH:25]2)[cH:17][cH:18][cH:19]1.[ClH:41].[Na+:40].[OH-:39]>>[Cl:1][c:2]1[cH:3][c:4]([CH2:32][CH2:33][C:34](=[O:35])[OH:36])[cH:5][c:6]([O:30][CH3:31])[c:7]1[O:8][CH:9]([CH2:10][CH2:11][CH2:12][CH3:13])[c:14]1[n:15][c:16](-[c:20]2[cH:21][cH:22][c:23]([C:26]([F:27])([F:28])[F:29])[cH:24][cH:25]2)[cH:17][cH:18][cH:19]1. Reactants: BrC1=C(C=CC=C1)CC[C@@H](OCC1(CC1)CC(=O)O)C1=CC(=CC=C1)COC1OCCCC1 (1-((3-(2-bromophenyl)-1(R)-(3-(((2-tetrahydropyranyl)oxy)methyl)phenyl)propoxy)methyl)cyclopropaneacetic acid), C1CCOC1 (THF), N1=CC=CC=C1 (pyridine), C1(=CC=C(C=C1)S(=O)(=O)[O-])C.[NH+]1=CC=CC=C1 (pyridinium p-toluenesulfonate). The solvent is CCOCC (ether). Conditions: time 6 day. Product: BrC1=C(C=CC=C1)CC[C@@H](OCC1(CC1)CC(=O)OC)C1=CC(=CC=C1)CO (Methyl 1-((3-(2-bromophenyl)-1(R)-(3-(hydroxymethyl)phenyl)propoxy)methyl)cyclopropaneacetate). Reaction SMILES: [Br:1][C:2]1[CH:7]=[CH:6][CH:5]=[CH:4][C:3]=1[CH2:8][CH2:9][C@H:10]([C:20]1[CH:25]=[CH:24][CH:23]=[C:22]([CH2:26][O:27]C2CCCCO2)[CH:21]=1)[O:11][CH2:12][C:13]1([CH2:16][C:17]([OH:19])=[O:18])[CH2:15][CH2:14]1.[CH2:34]1COCC1.N1C=CC=CC=1.C1(C)C=CC(S([O-])(=O)=O)=CC=1.[NH+]1C=CC=CC=1>CCOCC>[Br:1][C:2]1[CH:7]=[CH:6][CH:5]=[CH:4][C:3]=1[CH2:8][CH2:9][C@H:10]([C:20]1[CH:25]=[CH:24][CH:23]=[C:22]([CH2:26][OH:27])[CH:21]=1)[O:11][CH2:12][C:13]1([CH2:16][C:17]([O:19][CH3:34])=[O:18])[CH2:14][CH2:15]1 |f:3.4|. Procedure details: The acid of Step 7 (1.816 g, 3.51 mmol) was esterified with CH2N2 at 0° C. in ether:THF. The excess CH2N2 was quenched with AcOH and the product was concentrated and stripped with toluene twice. This ester was dissolved in 20 mL MeOH and then pyridine (7 μL) and pyridinium p-toluenesulfonate (220 mg, 0.88 mmol) were added. After 6 days of stirring, the solvent was evaporated. 25% aq. NH4OAc was then added and the product was extracted in EtOAc, dried over Na2SO4, and purified by flash chromatogr... Reactants: [OH-].[Na+] (NaOH), ClC1=NC=CN=C1N1CCN(CC1)C(C)C (2-Chloro-3-(4-isopropylpiperazin-1-yl)pyrazine). Run in O.CS(=O)C (water DMSO). Conditions: temperature 80 celsius, time 2 hour. Yields the product C(C)(C)N1CCN(CC1)C=1C(NC=CN1)=O (3-(4-Isopropyl-1-piperazinyl)-2(1H)-pyrazinone). As a reaction SMILES: [OH-:1].[Na+].Cl[C:4]1[C:9]([N:10]2[CH2:15][CH2:14][N:13]([CH:16]([CH3:18])[CH3:17])[CH2:12][CH2:11]2)=[N:8][CH:7]=[CH:6][N:5]=1>O.CS(C)=O>[CH:16]([N:13]1[CH2:14][CH2:15][N:10]([C:9]2[C:4](=[O:1])[NH:5][CH:6]=[CH:7][N:8]=2)[CH2:11][CH2:12]1)([CH3:18])[CH3:17] |f:0.1,3.4|. Procedure details: To a solution of NaOH (5.4 g, 125 mmol) in a mixture of water/DMSO (1: 1; 15 mL) was added 2-chloro-3-(4-isopropylpiperazin-1-yl)pyrazine (2.66 g, 12 mmol; from Step 1). After being stirred at 80° C. for 2 h, the dark red solution was cooled to room temperature, extracted with EtOAc overnight to give, after drying and solvent removal in vacuo, 2.6 g (70%) of the title compound as a white solid. HPLC purity: 87%. MS m/z 223 (M+H)+. HRMS m/z calcd for C11H18N4O (M)+ 222.1481, found 222.1489. Starting materials: O=Cc1cc(Br)ccc1F, [C-]#N, [C-]#N, CN(C)C=O, CCOC(C)=O, [Zn+2]. Product: N#Cc1ccc(F)c(C=O)c1. As a reaction SMILES: [Br:1][c:2]1[cH:3][cH:4][c:5]([F:10])[c:6]([CH:7]=[O:8])[cH:9]1.[C-:22]#[N:23].[C-:25]#[N:26].[CH3:11][N:12]([CH3:13])[CH:14]=[O:15].[CH3:16][CH2:17][O:18][C:19](=[O:20])[CH3:21].[Zn+2:24]>>[c:2]1([C:11]#[N:12])[cH:3][cH:4][c:5]([F:10])[c:6]([CH:7]=[O:8])[cH:9]1. The reactants are ClC1=C(C=CC(=C1)OC1=CC=NC2=CC(=C(C=C12)OC)OC)NC(=O)NC1=NOC(=C1)C (N-{2-Chloro-4-[(6,7-dimethoxy-4-quinolyl)oxy]phenyl}-N′-(5-methyl-3-isoxazolyl)urea), CO (methanol), CS(=O)(=O)O (methanesulfonic acid). Solvent: C(C)O (ethanol). Conditions: time 4 hour. Yields the product II, CS(=O)(=O)O.ClC1=C(C=CC(=C1)OC1=CC=NC2=CC(=C(C=C12)OC)OC)NC(=O)NC1=NOC(=C1)C (N-{2-chloro-4-[(6,7-dimethoxy-4-quinolyl)oxy]phenyl}-N′-(5-methyl-3-isoxazolyl)urea methanesulfonate). Isolated yield 78.4%. As a reaction SMILES: [Cl:1][C:2]1[CH:7]=[C:6]([O:8][C:9]2[C:18]3[C:13](=[CH:14][C:15]([O:21][CH3:22])=[C:16]([O:19][CH3:20])[CH:17]=3)[N:12]=[CH:11][CH:10]=2)[CH:5]=[CH:4][C:3]=1[NH:23][C:24]([NH:26][C:27]1[CH:31]=[C:30]([CH3:32])[O:29][N:28]=1)=[O:25].CO.[CH3:35][S:36]([OH:39])(=[O:38])=[O:37]>C(O)C>[CH3:35][S:36]([OH:39])(=[O:38])=[O:37].[Cl:1][C:2]1[CH:7]=[C:6]([O:8][C:9]2[C:18]3[C:13](=[CH:14][C:15]([O:21][CH3:22])=[C:16]([O:19][CH3:20])[CH:17]=3)[N:12]=[CH:11][CH:10]=2)[CH:5]=[CH:4][C:3]=1[NH:23][C:24]([NH:26][C:27]1[CH:31]=[C:30]([CH3:32])[O:29][N:28]=1)=[O:25] |f:4.5|. Reported procedure: N-{2-Chloro-4-[(6,7-dimethoxy-4-quinolyl)oxy]phenyl}-N′-(5-methyl-3-isoxazolyl)urea (2.0 g) produced in Production Example was added to methanol (50 mL), methanesulfonic acid (1.3 g) was added dropwise thereto, and the mixture was stirred at room temperature for 4 hr. The resultant precipitate was collected by filtration, and the filtered product was then dried under the reduced pressure. The powder thus obtained was stirred in ethanol (120 mL) under reflux for complete dissolution. The solution... Reactants: ClC=1C(=CSC1)C(=O)O (4-chlorothiophene-3-carboxylic acid), [OH-].[Na+] (sodium hydroxide), [OH-].[Na+] (sodium hydroxide), S([O-])(O)=O.[Na+] (sodium bisulfite). Reagents/catalysts: [Cu]Cl (copper (I) chloride). The solvent is O (water), O (water). Reaction conditions: temperature 0 celsius. Product: S(=O)(=O)(O)C=1C(=CSC1)C(=O)O (4-sulfothiophene-3-carboxylic acid). Reaction SMILES: Cl[C:2]1[C:3]([C:7]([OH:9])=[O:8])=[CH:4][S:5][CH:6]=1.[OH-].[Na+].[S:12](=[O:15])([OH:14])[O-:13].[Na+]>[Cu]Cl.O>[S:12]([C:2]1[C:3]([C:7]([OH:9])=[O:8])=[CH:4][S:5][CH:6]=1)([OH:15])(=[O:14])=[O:13] |f:1.2,3.4|. Procedure: In a glass autoclave, 8.6 g. of 4-chlorothiophene-3-carboxylic acid are dissolved in 23 ml. of water containing 2.1 g. of sodium hydroxide, whereupon a solution of 5.6 g. of sodium bisulfite in 16 ml. of water is added and the solution made just alkaline with a 30% sodium hydroxide solution. The solution is treated with 0.43 g. of copper (I) chloride and heated at 143° C. for 16 hours. After cooling, the red copper oxide is filtered off under suction. The filtrate is acidified with 7 ml. of conc...